From a dataset of the Open Reaction Database (ORD), a public repository of structured organic reaction records. describe an organic reaction: reactants, conditions, products, and yield The reactants are CCOC(=O)c1ccc(N2C(=O)N(CC(=O)Nc3c(C(C)C)cccc3C(C)C)C(=O)C23CCCCC3)cc1, CO, O=S(=O)(O)O. The product is COC(=O)c1ccc(N2C(=O)N(CC(=O)Nc3c(C(C)C)cccc3C(C)C)C(=O)C23CCCCC3)cc1. As a reaction SMILES: [CH2:1]([CH3:2])[O:3][C:4]([c:5]1[cH:6][cH:7][c:8]([N:11]2[C:12](=[O:38])[N:13]([CH2:22][C:23]([NH:24][c:25]3[c:26]([CH:34]([CH3:35])[CH3:36])[cH:27][cH:28][cH:29][c:30]3[CH:31]([CH3:32])[CH3:33])=[O:37])[C:14](=[O:21])[C:15]23[CH2:16][CH2:17][CH2:18][CH2:19][CH2:20]3)[cH:9][cH:10]1)=[O:39].[CH3:45][OH:46].[S:40](=[O:41])(=[O:42])([OH:43])[OH:44]>>[CH3:1][O:3][C:4]([c:5]1[cH:6][cH:7][c:8]([N:11]2[C:12](=[O:38])[N:13]([CH2:22][C:23]([NH:24][c:25]3[c:26]([CH:34]([CH3:35])[CH3:36])[cH:27][cH:28][cH:29][c:30]3[CH:31]([CH3:32])[CH3:33])=[O:37])[C:14](=[O:21])[C:15]23[CH2:16][CH2:17][CH2:18][CH2:19][CH2:20]3)[cH:9][cH:10]1)=[O:39]. Starting materials: BrCC(=O)NCC(=O)N(C)C=1C(=C(COC=2C=CC=C3C=CC(=NC23)C)C(=CC1)Cl)Cl (8-[3-[N-(bromoacetylglycyl)-N-methylamino]-2,6-dichlorobenzyloxy]-2-methylquinoline), C([O-])([O-])=O.[K+].[K+] (potassium carbonate), O (water). Run in CN(C=O)C (dimethylformamide). Run at time 30 minute. Yields the product 8-[3-[N-(5-amino-1,3,4-thiadiazol-2-ylthio)acetylglycol]-N-methylamino]-2,6-dichlorobenzyloxy, CC1=NC2=CC=CC=C2C=C1 (2-methylquinoline). Isolated yield 114.6%. Reaction SMILES: BrCC(NCC(N(C1C(Cl)=C(C(Cl)=CC=1)CO[C:16]1[CH:17]=[CH:18][CH:19]=[C:20]2[C:25]=1[N:24]=[C:23]([CH3:26])[CH:22]=[CH:21]2)C)=O)=O.C(=O)([O-])[O-].[K+].[K+].O>CN(C)C=O>[CH3:26][C:23]1[CH:22]=[CH:21][C:20]2[C:25](=[CH:16][CH:17]=[CH:18][CH:19]=2)[N:24]=1 |f:1.2.3|. Reported procedure: A mixture of 8-[3-[N-(bromoacetylglycyl)-N-methylamino]-2,6-dichlorobenzyloxy]-2-methylquinoline (80 mg) 5-amino-1,3,4-thiadiazole-2-thiol (24 mg), potassium carbonate (42 mg) in dimethylformamide (2 ml) was stirred for 30 minutes at ambient temperature. To the mixture was added water, and the mixture was extracted with ethyl acetate twice. Combined organic layers were washed with water three times, dried over magnesium sulfate and concentrated. The residue was pulverized from diethyl ether to g... The reactants are COc1ccc(-c2c(C)cc3cc(OC)ccc3c2O)cc1, O=Cc1ccc(F)cc1, [H-], [Na+], CN(C)C=O. Yields the product COc1ccc(-c2c(C)cc3cc(OC)ccc3c2Oc2ccc(C=O)cc2)cc1. Reaction SMILES: [CH3:1][c:2]1[c:3](-[c:15]2[cH:16][cH:17][c:18]([O:21][CH3:22])[cH:19][cH:20]2)[c:4]([OH:14])[c:5]2[cH:6][cH:7][c:8]([O:12][CH3:13])[cH:9][c:10]2[cH:11]1.[F:25][c:26]1[cH:27][cH:28][c:29]([CH:30]=[O:31])[cH:32][cH:33]1.[H-:24].[Na+:23].[O:34]=[CH:35][N:36]([CH3:37])[CH3:38]>>[CH3:1][c:2]1[c:3](-[c:15]2[cH:16][cH:17][c:18]([O:21][CH3:22])[cH:19][cH:20]2)[c:4]([O:14][c:26]2[cH:27][cH:28][c:29]([CH:30]=[O:31])[cH:32][cH:33]2)[c:5]2[cH:6][cH:7][c:8]([O:12][CH3:13])[cH:9][c:10]2[cH:11]1.